Dataset: the Open Reaction Database (ORD), a public repository of structured organic reaction records. Task: describe an organic reaction: reactants, conditions, products, and yield Starting materials: BrCc1ccccc1, CC(C)(C)OC(=O)NC1(C(=O)O)CCc2ccccc21, O=C([O-])[O-], CN(C)C=O, [Cs+], [Cs+]. Product: CC(C)(C)OC(=O)NC1(C(=O)OCc2ccccc2)CCc2ccccc21. RXN SMILES: [Br:27][CH2:28][c:29]1[cH:30][cH:31][cH:32][cH:33][cH:34]1.[C:1]([CH3:2])([CH3:3])([CH3:4])[O:5][C:6](=[O:7])[NH:8][C:9]1([C:18](=[O:19])[OH:20])[CH2:10][CH2:11][c:12]2[cH:13][cH:14][cH:15][cH:16][c:17]21.[C:21](=[O:22])([O-:23])[O-:24].[CH3:35][N:36]([CH3:37])[CH:38]=[O:39].[Cs+:25].[Cs+:26]>>[C:1]([CH3:2])([CH3:3])([CH3:4])[O:5][C:6](=[O:7])[NH:8][C:9]1([C:18](=[O:19])[O:20][CH2:28][c:29]2[cH:30][cH:31][cH:32][cH:33][cH:34]2)[CH2:10][CH2:11][c:12]2[cH:13][cH:14][cH:15][cH:16][c:17]21.